describe an organic reaction: reactants, conditions, products, and yield From a dataset of the Open Reaction Database (ORD), a public repository of structured organic reaction records. Procedure: 2-(3,5-Dichloro-pyridin-4-yl)-1-(2,3-dihydroxy-4-methoxy-phenyl)-ethanone (450 mg, 1.4 mmol) from preparation 3 was dissolved in dry DMF (10 mL). K2CO3 (566 mg, 4.1 mmol) was added followed by Ethyl Iodide (442 μL, 5.5 mmol). The reaction mixture was stirred at rt overnight. Water (10 mL) was added and the organic products were extracted with EtOAc (2×25 mL). The combined organic phases were washed with water (10 mL) and brine (10 mL) and then dried over MgSO4. The solvent was removed in vacuo a... Yields the product ClC=1C=NC=C(C1CC(=O)C1=C(C(=C(C=C1)OC)OCC)OCC)Cl (2-(3,5-Dichloro-pyridin-4-yl)-1-(2,3-diethoxy-4-methoxy-phenyl)-ethanone). Reaction SMILES: [Cl:1][C:2]1[CH:3]=[N:4][CH:5]=[C:6]([Cl:21])[C:7]=1[CH2:8][C:9]([C:11]1[CH:16]=[CH:15][C:14]([O:17][CH3:18])=[C:13]([OH:19])[C:12]=1O)=[O:10].[C:22]([O-:25])([O-])=O.[K+].[K+].[CH2:28](I)[CH3:29].O.[CH3:32]N(C=O)C>>[Cl:1][C:2]1[CH:3]=[N:4][CH:5]=[C:6]([Cl:21])[C:7]=1[CH2:8][C:9]([C:11]1[CH:16]=[CH:15][C:14]([O:17][CH3:18])=[C:13]([O:19][CH2:28][CH3:29])[C:12]=1[O:25][CH2:22][CH3:32])=[O:10] |f:1.2.3|. Reaction conditions: time 8 hour. The reactants are ClC=1C=NC=C(C1CC(=O)C1=C(C(=C(C=C1)OC)O)O)Cl (2-(3,5-Dichloro-pyridin-4-yl)-1-(2,3-dihydroxy-4-methoxy-phenyl)-ethanone), O (Water), CN(C)C=O (DMF), C(=O)([O-])[O-].[K+].[K+] (K2CO3), C(C)I (Ethyl Iodide). Starting materials: BrC=1C=C(CBr)C=CC1 (3-bromobenzyl bromide), P(OCC)(OCC)OCC (triethyl phosphite), C(C)Br (ethyl bromide). The product is BrC=1C=C(CP(OCC)(OCC)=O)C=CC1 (diethyl 3-bromobenzylphosphonate). Reaction SMILES: [Br:1][C:2]1[CH:3]=[C:4]([CH:7]=[CH:8][CH:9]=1)[CH2:5]Br.[P:10]([O:17]CC)([O:14][CH2:15][CH3:16])[O:11][CH2:12][CH3:13].C(Br)C>>[Br:1][C:2]1[CH:3]=[C:4]([CH:7]=[CH:8][CH:9]=1)[CH2:5][P:10](=[O:17])([O:14][CH2:15][CH3:16])[O:11][CH2:12][CH3:13]. Reported procedure: 50 g (0.2 mol) of 3-bromobenzyl bromide and 33.2 g (0.2 mol) of triethyl phosphite were heated at 140° C. for 2 hours, during which ethyl bromide was distilled off. The product was distilled over a 30 cm Vigreux column. The reactants are ClC(=O)OCC (Ethyl chloroformate), C(C1=CC=CC=C1)N1CCC2(CC1)OC1=C(C2)C=C(C=C1)F (1′-benzyl-5-fluoro-3H-spiro[1-benzofuran-2,4′-piperidin]). Run in C1(=CC=CC=C1)C (toluene), C1(=CC=CC=C1)C (toluene). The product is FC=1C=CC2=C(CC3(CCNCC3)O2)C1 (5-Fluoro-3H-spiro[1-benzofuran-2,4′-piperidine]). Yield: 46.9%. Reaction SMILES: ClC(OCC)=O.C([N:14]1[CH2:19][CH2:18][C:17]2([CH2:23][C:22]3[CH:24]=[C:25]([F:28])[CH:26]=[CH:27][C:21]=3[O:20]2)[CH2:16][CH2:15]1)C1C=CC=CC=1>C1(C)C=CC=CC=1>[F:28][C:25]1[CH:26]=[CH:27][C:21]2[O:20][C:17]3([CH2:16][CH2:15][NH:14][CH2:19][CH2:18]3)[CH2:23][C:22]=2[CH:24]=1. Procedure details: Ethyl chloroformate (65.6 mg, 0.604 mmol) was added to a solution of 1′-benzyl-5-fluoro-3H-spiro[1-benzofuran-2,4′-piperidin](150 mg, 0.504 mmol) in toluene (2 mL) and the reaction mixture was refluxed overnight. The reaction mixture was cooled to room temperature, diluted by addition of toluene, washed successively with aqueous NaHCO3 and H2O. The organic layer was dried over Na2SO4, filtered and concentrated in vacuo. The residue was dissolved in ethanol (3.5 mL), aqueous KOH (800 mg, KOH in 0... Starting materials: [Al+3], COc1ccccc1, O=C(Cl)CCC1CCCCC1, [Cl-], [Cl-], [Cl-], ClCCl, Cl. The product is COc1ccc(C(=O)CCC2CCCCC2)cc1. RXN SMILES: [Al+3:21].[CH3:12][O:13][c:14]1[cH:15][cH:16][cH:17][cH:18][cH:19]1.[CH:1]1([CH2:7][CH2:8][C:9](=[O:10])[Cl:11])[CH2:2][CH2:3][CH2:4][CH2:5][CH2:6]1.[Cl-:20].[Cl-:22].[Cl-:23].[Cl:25][CH2:26][Cl:27].[ClH:24]>>[CH:1]1([CH2:7][CH2:8][C:9](=[O:10])[c:17]2[cH:16][cH:15][c:14]([O:13][CH3:12])[cH:19][cH:18]2)[CH2:2][CH2:3][CH2:4][CH2:5][CH2:6]1.